describe an organic reaction: reactants, conditions, products, and yield From a dataset of the Open Reaction Database (ORD), a public repository of structured organic reaction records. Reactants: C(C)(C)(C)C1=C(C(=CC=C1C)C(C)(C)C)O (2,6-di-t-butyl-methylphenol), SCCC[Si](OC)(OC)OC (γ-mercaptopropyltrimethoxysilane), CC=1C(=CC(=CC1)N=C=O)N=C=O (2,4-tolylene diisocyanate), ring-opening copolymer, CC1COCC1 (3-methyltetrahydrofuran), C(C=C)(=O)OCCO (hydroxyethyl acrylate). The solvent is O1CCCC1 (tetrahydrofuran). Reaction conditions: temperature 50 celsius, time 2 hour. Yields the product C(C=C)(=O)O.NC(=O)OCC (urethane acrylate). As a reaction SMILES: CC1C(N=C=O)=CC([N:8]=[C:9]=[O:10])=CC=1.CC1CCOC1.C([C:24]1C(C)=CC=C(C(C)(C)C)[C:25]=1[OH:35])(C)(C)C.SCCC[Si](OC)(OC)OC.[C:47]([O:51]CCO)(=[O:50])[CH:48]=[CH2:49]>O1CCCC1>[C:47]([OH:51])(=[O:50])[CH:48]=[CH2:49].[NH2:8][C:9]([O:35][CH2:25][CH3:24])=[O:10] |f:6.7|. Procedure details: In a reaction vessel equipped with a stirrer were charged 228.1 g of 2,4-tolylene diisocyanate, 1699.8 g of a ring-opening copolymer of tetrahydrofuran and 3-methyltetrahydrofuran, having a number average molecular weight of 2,000, and 0.5 g of 2,6-di-t-butyl-methylphenol, as a polymerization inhibitor. After cooling the mixture to a temperature of below 10° C. in an ice water bath, 1.6 g of dibutyltindilaurate was added to initiate the reaction. The reaction was carried out for 2 hours while co...